From a dataset of the Open Reaction Database (ORD), a public repository of structured organic reaction records. describe an organic reaction: reactants, conditions, products, and yield Starting materials: ClC=1C=C(C=CC1)C=1C=C2C(C(NC2=CC1)=O)(CC)CC (5-(3-chloro-phenyl)-3,3-diethyl-1,3-dihydro-indol-2-one), COC=1C=CC(=CC1)P2(=S)SP(=S)(S2)C=3C=CC(=CC3)OC (Lawesson's reagent). Run in C1(=CC=CC=C1)C (toluene). Product: ClC=1C=C(C=CC1)C=1C=C2C(C(NC2=CC1)=S)(CC)CC (5-(3-CHLOROPHENYL)-3,3-DIETHYL-1,3-DIHYDRO-2H-INDOLE-2-THIONE), product. RXN SMILES: [Cl:1][C:2]1[CH:3]=[C:4]([C:8]2[CH:9]=[C:10]3[C:14](=[CH:15][CH:16]=2)[NH:13][C:12](=O)[C:11]3([CH2:20][CH3:21])[CH2:18][CH3:19])[CH:5]=[CH:6][CH:7]=1.COC1C=CC(P2(SP(C3C=CC(OC)=CC=3)(=S)S2)=[S:31])=CC=1>C1(C)C=CC=CC=1>[Cl:1][C:2]1[CH:3]=[C:4]([C:8]2[CH:9]=[C:10]3[C:14](=[CH:15][CH:16]=2)[NH:13][C:12](=[S:31])[C:11]3([CH2:20][CH3:21])[CH2:18][CH3:19])[CH:5]=[CH:6][CH:7]=1. Procedure: The title compound was prepared from 5-(3-chloro-phenyl)-3,3-diethyl-1,3-dihydro-indol-2-one compound (100 mg) and Lawesson's reagent (100 mg) in toluene (10 ml) at reflux, according to General Procedure A, to afford the product (0.023 g) as a yellow solid: 1H NMR (DMSO-d6) δ 12.73 (br s, 1H), 7.77 (t, 1H, J=1.8 Hz), 7.75 (d, 1H, J=1.6 Hz), 7.68–7.62 (m, 2H), 7.48 (t, 1H, J=7.9 Hz), 7.40 (d, 1H, J=8.3 Hz), 7.09 (d, 1H, J=8.1 Hz), 2.07–2.00 (m, 2H), 1.86–1.79 (m, 2H) and 0.37 (t, 6H, J=7.3 Hz): M... Starting materials: N[C@H]1[C@@H](C[C@@H]([C@H]([C@@H]1OCC1=CC=CC=C1)OCC1=CC=CC=C1)COCC1=CC=CC=C1)O ((1R,2S,3R,4R,5R)-2-amino-3,4-bis(benzyloxy)-5-((benzyloxy)methyl)cyclohexanol), CN=C=S (methyl isothiocyanate). Product: CNC=1S[C@@H]2[C@H](N1)[C@H]([C@@H]([C@H](C2)COCC2=CC=CC=C2)OCC2=CC=CC=C2)OCC2=CC=CC=C2 ((3aR,4R,5R,6R,7aS)-2-(methylamino)-4,5-bisbenzyloxy-6-(benzyloxymethyl)-3a,4,5,6,7,7a-hexahydrobenzo[d]thiazole), (3aR,4R,5R,6R,7aS)-2-(mthylamino)-4,5-bisbenzyloxy-6-(benzyloxymethyl)-3a,4,5,6,7,7a-hexahydrobenzo[d]thiazole. RXN SMILES: [NH2:1][C@@H:2]1[C@@H:7]([O:8][CH2:9][C:10]2[CH:15]=[CH:14][CH:13]=[CH:12][CH:11]=2)[C@H:6]([O:16][CH2:17][C:18]2[CH:23]=[CH:22][CH:21]=[CH:20][CH:19]=2)[C@@H:5]([CH2:24][O:25][CH2:26][C:27]2[CH:32]=[CH:31][CH:30]=[CH:29][CH:28]=2)[CH2:4][C@H:3]1O.[CH3:34][N:35]=[C:36]=[S:37]>>[CH3:34][NH:35][C:36]1[S:37][C@H:3]2[CH2:4][C@H:5]([CH2:24][O:25][CH2:26][C:27]3[CH:32]=[CH:31][CH:30]=[CH:29][CH:28]=3)[C@@H:6]([O:16][CH2:17][C:18]3[CH:19]=[CH:20][CH:21]=[CH:22][CH:23]=3)[C@H:7]([O:8][CH2:9][C:10]3[CH:11]=[CH:12][CH:13]=[CH:14][CH:15]=3)[C@H:2]2[N:1]=1. Procedure: The title compound was prepared via a synthetic sequence as described above Intermediate Example 7, starting form (1R,2S,3R,4R,5R)-2-amino-3,4-bis(benzyloxy)-5-((benzyloxy)methyl)cyclohexanol (0.150 g, 0.336 mmol) and methyl isothiocyanate (MeNCS) (0.049 g, 0.67 mmol). The crude product was purified on silica gel by automatic flash column chromatography (EtOAc/hexanes, 1:20 to 1:3), affording (3aR,4R,5R,6R,7aS)-2-(mthylamino)-4,5-bisbenzyloxy-6-(benzyloxymethyl)-3a,4,5,6,7,7a-hexahydrobenzo[d]th... Product: N1C=CC2=CC(=CC=C12)NC1=NC=NC2=CC=C(C=C12)C=CC1=CC=NC=C1 ((1H-Indol-5-yl)-[6-(2-pyridin-4-yl-vinyl)-quinazolin-4-yl]-amine). Conditions: temperature 60 celsius. RXN SMILES: [N:1]1[CH:6]=[CH:5][C:4]([CH:7]=[CH:8][C:9]2[CH:10]=[C:11]3[C:16](=[CH:17][CH:18]=2)[N:15]=[CH:14][NH:13][C:12]3=O)=[CH:3][CH:2]=1.[NH2:20][C:21]1[CH:22]=[C:23]2[C:27](=[CH:28][CH:29]=1)[NH:26][CH:25]=[CH:24]2>>[NH:26]1[C:27]2[C:23](=[CH:22][C:21]([NH:20][C:12]3[C:11]4[C:16](=[CH:17][CH:18]=[C:9]([CH:8]=[CH:7][C:4]5[CH:5]=[CH:6][N:1]=[CH:2][CH:3]=5)[CH:10]=4)[N:15]=[CH:14][N:13]=3)=[CH:29][CH:28]=2)[CH:24]=[CH:25]1. Yield: 74.3%. Reported procedure: The title compound (250 mg, 1.0 mmol) from Example 20 was activated in an analogous method to Example 21 and combined with 5 -aminoindole (171 mg, 1.3 mmol). The reaction mixture was heated at 60° C. overnight and then cooled to room temperature. The resin was filtered off and the solution was concentrated in vacuo. The crude residue was chromatographed on silica gel in 10% acetone/ethyl acetate to provide 270 mg (74%) of the product. The reactants are N1=CC=C(C=C1)C=CC=1C=C2C(NC=NC2=CC1)=O (6-(2-Pyridin-4-yl-vinyl)-3H-quinazolin-4-one), NC=1C=C2C=CNC2=CC1 (5 -aminoindole). Starting materials: CCO, CCOC(=O)COc1cccc(C23CCCC2(Cc2nc(-c4ccccc4)c(-c4ccccc4)o2)O3)c1. Product: CCOC(=O)COc1cccc(C2CCCC2(O)Cc2nc(-c3ccccc3)c(-c3ccccc3)o2)c1. RXN SMILES: [CH3:38][CH2:39][OH:40].[c:1]1(-[c:7]2[n:8][c:9]([CH2:18][C:19]34[C:20]([c:25]5[cH:26][c:27]([O:28][CH2:29][C:30](=[O:31])[O:32][CH2:33][CH3:34])[cH:35][cH:36][cH:37]5)([CH2:21][CH2:22][CH2:23]3)[O:24]4)[o:10][c:11]2-[c:12]2[cH:13][cH:14][cH:15][cH:16][cH:17]2)[cH:2][cH:3][cH:4][cH:5][cH:6]1>>[c:1]1(-[c:7]2[n:8][c:9]([CH2:18][C:19]3([OH:24])[CH:20]([c:25]4[cH:26][c:27]([O:28][CH2:29][C:30](=[O:31])[O:32][CH2:33][CH3:34])[cH:35][cH:36][cH:37]4)[CH2:21][CH2:22][CH2:23]3)[o:10][c:11]2-[c:12]2[cH:13][cH:14][cH:15][cH:16][cH:17]2)[cH:2][cH:3][cH:4][cH:5][cH:6]1. Starting materials: C(C)OC(=O)C=1C=NN(C1Cl)CCOCCOC (5-chloro-1-[2-(2-methoxyethoxy)-ethyl]-1H-pyrazole-4-carboxylic acid ethyl ester), [OH-].[Li+] (lithium hydroxide). The solvent is CO (methanol), O (water). The product is ClC1=C(C=NN1CCOCCOC)C(=O)O (5-chloro-1-[2-(2-methoxyethoxy)-ethyl]-1H-pyrazole-4-carboxylic acid). Isolated yield 86.0%. Reaction SMILES: C([O:3][C:4]([C:6]1[CH:7]=[N:8][N:9]([CH2:12][CH2:13][O:14][CH2:15][CH2:16][O:17][CH3:18])[C:10]=1[Cl:11])=[O:5])C.[OH-].[Li+]>CO.O>[Cl:11][C:10]1[N:9]([CH2:12][CH2:13][O:14][CH2:15][CH2:16][O:17][CH3:18])[N:8]=[CH:7][C:6]=1[C:4]([OH:5])=[O:3] |f:1.2|. Procedure details: To a solution of 5-chloro-1-[2-(2-methoxyethoxy)-ethyl]-1H-pyrazole-4-carboxylic acid ethyl ester (3.43 g, 12.39 mmol) in methanol (12 mL) and water (12 mL) was added lithium hydroxide (415 mg, 17.3 mmol). The reaction mixture was stirred at reflux for 3 h, and then the solution was concentrated under reduced pressure to remove the methanol. The residue was then acidified carefully with 6.0 N aqueous HCl. The resulting mixture was extracted with methylene chloride (3×50 mL). The combined organic... Reactants: [O-]S(=O)S(=O)[O-].[Na+].[Na+] (Na2S2O4), BrC=1C(=C(C(=NC1)N)[N+](=O)[O-])N1CCN(CC1)CC1=CN=CS1 (5-bromo-3-nitro-4-(4-(thiazol-5-ylmethyl)piperazin-1-yl)pyridin-2-amine), CCO (EtOH), C(C1=CC=C(C=C1)OC)=O (p-anisaldehyde). Reagents/catalysts: N (NH3). The solvent is C(Cl)Cl (DCM), CN(C)C=O (DMF). Reaction conditions: temperature 85 celsius. Product: BrC=1C(=C2C(=NC1)NC(=N2)C2=CC=C(C=C2)OC)N2CCN(CC2)CC2=CN=CS2 (5-((4-(6-Bromo-2-(4-methoxyphenyl)-3H-imidazo[4,5-b]pyridin-7-yl)piperazin-1-yl)methyl)thiazole). RXN SMILES: [Br:1][C:2]1[C:3]([N:12]2[CH2:17][CH2:16][N:15]([CH2:18][C:19]3[S:23][CH:22]=[N:21][CH:20]=3)[CH2:14][CH2:13]2)=[C:4]([N+:9]([O-])=O)[C:5]([NH2:8])=[N:6][CH:7]=1.CCO.[CH:27](=O)[C:28]1[CH:33]=[CH:32][C:31]([O:34][CH3:35])=[CH:30][CH:29]=1.[O-]S(S([O-])=O)=O.[Na+].[Na+]>C(Cl)Cl.N.CN(C=O)C>[Br:1][C:2]1[C:3]([N:12]2[CH2:17][CH2:16][N:15]([CH2:18][C:19]3[S:23][CH:22]=[N:21][CH:20]=3)[CH2:14][CH2:13]2)=[C:4]2[N:9]=[C:27]([C:28]3[CH:33]=[CH:32][C:31]([O:34][CH3:35])=[CH:30][CH:29]=3)[NH:8][C:5]2=[N:6][CH:7]=1 |f:3.4.5|. Procedure: To a mixture of 5-bromo-3-nitro-4-(4-(thiazol-5-ylmethyl)piperazin-1-yl)pyridin-2-amine (0.060 g, 0.15 mmol, 1 eq), EtOH (2.6 mL) and DMF (0.35 mL), p-anisaldehyde (0.022 g, 0.165 mmol, 1.1 eq) was added followed by a freshly prepared aqueous solution of Na2S2O4 (1M; 0.45 mL, 0.45 mmol). The reaction mixture was heated at 85° C. for 24 h, then allowed to cool to room temperature and diluted with DCM and a few drops of aq NH3 until complete dissolution was observed. This solution was deposited on...